From a dataset of the Open Reaction Database (ORD), a public repository of structured organic reaction records. describe an organic reaction: reactants, conditions, products, and yield The reactants are C(C1=CC=CC=C1)S (benzyl mercaptan), ClC1=NC=C2C(=CC=NC2=C1)O (7-chloro-1,6-naphthyridin-4-ol), CC1(C2=C(C(=CC=C2)P(C3=CC=CC=C3)C4=CC=CC=C4)OC5=C(C=CC=C51)P(C6=CC=CC=C6)C7=CC=CC=C7)C (Xantphos), CCN(C(C)C)C(C)C (DIPEA). The reagents and catalysts are C=1C=CC(=CC1)/C=C/C(=O)/C=C/C2=CC=CC=C2.C=1C=CC(=CC1)/C=C/C(=O)/C=C/C2=CC=CC=C2.C=1C=CC(=CC1)/C=C/C(=O)/C=C/C2=CC=CC=C2.[Pd].[Pd] (tris(dibenzylideneacetone)dipalladium). Run in O (water), O1CCOCC1 (1,4-dioxane). Reaction conditions: temperature 80 celsius. Product: C(C1=CC=CC=C1)SC1=NC=C2C(=CC=NC2=C1)O (7-(benzylthio)-1,6-naphthyridin-4-ol). The yield is 22.6%. Reaction SMILES: Cl[C:2]1[CH:11]=[C:10]2[C:5]([C:6]([OH:12])=[CH:7][CH:8]=[N:9]2)=[CH:4][N:3]=1.CC1(C)C2C(=C(P(C3C=CC=CC=3)C3C=CC=CC=3)C=CC=2)OC2C(P(C3C=CC=CC=3)C3C=CC=CC=3)=CC=CC1=2.CCN(C(C)C)C(C)C.[CH2:64]([SH:71])[C:65]1[CH:70]=[CH:69][CH:68]=[CH:67][CH:66]=1>O.C1C=CC(/C=C/C(/C=C/C2C=CC=CC=2)=O)=CC=1.C1C=CC(/C=C/C(/C=C/C2C=CC=CC=2)=O)=CC=1.C1C=CC(/C=C/C(/C=C/C2C=CC=CC=2)=O)=CC=1.[Pd].[Pd].O1CCOCC1>[CH2:64]([S:71][C:2]1[CH:11]=[C:10]2[C:5]([C:6]([OH:12])=[CH:7][CH:8]=[N:9]2)=[CH:4][N:3]=1)[C:65]1[CH:70]=[CH:69][CH:68]=[CH:67][CH:66]=1 |f:5.6.7.8.9|. Procedure: A screw cap vial was charged with 7-chloro-1,6-naphthyridin-4-ol (0.500 g, 2.77 mmol), Xantphos (0.080 g, 0.138 mmol), tris(dibenzylideneacetone)dipalladium (0.063 g, 0.069 mmol), 1,4-dioxane (5.54 mL) and DIPEA (0.963 mL, 5.54 mmol). The vial was purged with argon, sealed and heated to 80° C. for 10 minutes. The reaction was cooled to room temperature and benzyl mercaptan (0.385 mL, 3.25 mmol) was added and the reaction was continued heating at 80° C. for an additional 30 minutes. The reaction ... The reactants are COC(=O)C1CNC2CCN(C(=O)C(NC(=O)C(C)N(C)C(=O)OC(C)(C)C)C3CCCCC3)C21, CS(=O)(=O)Cl, CN(C)c1ccncc1, CCN(C(C)C)C(C)C, ClCCl. The product is COC(=O)C1CN(S(C)(=O)=O)C2CCN(C(=O)C(NC(=O)C(C)N(C)C(=O)OC(C)(C)C)C3CCCCC3)C12. As a reaction SMILES: [CH3:1][O:2][C:3](=[O:4])[CH:5]1[CH:6]2[CH:7]([NH:8][CH2:9]1)[CH2:10][CH2:11][N:12]2[C:13]([CH:14]([CH:15]1[CH2:16][CH2:17][CH2:18][CH2:19][CH2:20]1)[NH:21][C:22]([CH:23]([CH3:24])[N:25]([CH3:26])[C:27](=[O:28])[O:29][C:30]([CH3:31])([CH3:32])[CH3:33])=[O:34])=[O:35].[CH3:45][S:46]([Cl:47])(=[O:48])=[O:49].[CH3:53][N:54]([c:55]1[cH:56][cH:57][n:58][cH:59][cH:60]1)[CH3:61].[CH:36]([N:37]([CH2:38][CH3:39])[CH:40]([CH3:41])[CH3:42])([CH3:43])[CH3:44].[Cl:50][CH2:51][Cl:52]>>[CH3:1][O:2][C:3](=[O:4])[CH:5]1[CH:6]2[CH:7]([N:8]([S:46]([CH3:45])(=[O:48])=[O:49])[CH2:9]1)[CH2:10][CH2:11][N:12]2[C:13]([CH:14]([CH:15]1[CH2:16][CH2:17][CH2:18][CH2:19][CH2:20]1)[NH:21][C:22]([CH:23]([CH3:24])[N:25]([CH3:26])[C:27](=[O:28])[O:29][C:30]([CH3:31])([CH3:32])[CH3:33])=[O:34])=[O:35]. The reactants are SC1=NC=CC(=N1)C.Cl (2-mercapto-4-methylpyrimidine·HCl), C(C)(C)N(CC)C(C)C (diisopropylethylamine), COC(N(C)C)OC (N,N-dimethylformamide dimethyl acetal). Run in C1(=CC=CC=C1)C (toluene). Product: CSC1=NC=CC(=N1)C (2-methylthio-4-methylpyrimidine). Yield: 84.6%. As a reaction SMILES: [SH:1][C:2]1[N:7]=[C:6]([CH3:8])[CH:5]=[CH:4][N:3]=1.Cl.[CH:10](N(C(C)C)CC)(C)C.COC(OC)N(C)C>C1(C)C=CC=CC=1>[CH3:10][S:1][C:2]1[N:7]=[C:6]([CH3:8])[CH:5]=[CH:4][N:3]=1 |f:0.1|. Procedure details: To 2-mercapto-4-methylpyrimidine·HCl (50.0 g, 0.307 mole) in toluene (750 mL), under argon, was added diisopropylethylamine (80.0 mL, 0.461 mole) followed by N,N-dimethylformamide dimethyl acetal (100 mL) and the mixture heated to reflux for 4 hours. Upon cooling, the reaction was concentrated in vacuo to an oil, dissolved in ether (400 mL), and washed with water (2×50 mL). The organic extract was dried over anhydrous sodium sulfate, filtered and concentrated to an oil which was vacuum distilled... The reactants are COC(=O)C=1N=C(C2=CC(=CC=C2C1O)OC1=C(C=CC=C1)OC)I (4-Hydroxy-1-iodo-7-(2-methoxy-phenoxy)-isoquinoline-3-carboxylic acid methyl ester), C(#N)[Cu] (CuCN), C(Cl)Cl (CH2Cl2). Solvent: CN(C)C=O (DMF). Reaction conditions: temperature 120 celsius, time 10 minute. The product is COC(=O)C=1N=C(C2=CC(=CC=C2C1O)OC1=C(C=CC=C1)OC)C#N (1-Cyano-4-hydroxy-7-(2-methoxy-phenoxy)-isoquinoline-3-carboxylic acid methyl ester). As a reaction SMILES: [CH3:1][O:2][C:3]([C:5]1[N:6]=[C:7](I)[C:8]2[C:13]([C:14]=1[OH:15])=[CH:12][CH:11]=[C:10]([O:16][C:17]1[CH:22]=[CH:21][CH:20]=[CH:19][C:18]=1[O:23][CH3:24])[CH:9]=2)=[O:4].[C:26]([Cu])#[N:27].C(Cl)Cl>CN(C=O)C>[CH3:1][O:2][C:3]([C:5]1[N:6]=[C:7]([C:26]#[N:27])[C:8]2[C:13]([C:14]=1[OH:15])=[CH:12][CH:11]=[C:10]([O:16][C:17]1[CH:22]=[CH:21][CH:20]=[CH:19][C:18]=1[O:23][CH3:24])[CH:9]=2)=[O:4]. Procedure: 4-Hydroxy-1-iodo-7-(2-methoxy-phenoxy)-isoquinoline-3-carboxylic acid methyl ester (150 mg, 0.33 mmol) and CuCN (60 mg, 0.67 mmol) were suspended in DMF (1.3 mL). The resulting mixture was heated at 120° C. for 7 minutes and then cooled to room temperature. The reaction crude was poured into CH2Cl2 (30 mL) and stirred vigorously for 10 minutes at room temperature. The resulting suspension was filtered through a pad of celite and the filtrate was washed with H2O and brine sequentially. The organi...